Dataset: the Open Reaction Database (ORD), a public repository of structured organic reaction records. Task: describe an organic reaction: reactants, conditions, products, and yield Reactants: [Li]CCCC (n-BuLi), alkyne, I/C=C/OC1=CC=C(C=C1)C1=CC=CC=C1 ((E)-4-((2-Iodovinyl)oxy)-1,1′-biphenyl), alcohols, phenols. Reagents/catalysts: [Cu] (copper). The product is C(#C)OC1=CC=C(C=C1)C1=CC=CC=C1 (4-(Ethynyloxy)-1,1′-biphenyl). Yield: 70.0%. Reaction SMILES: [Li]CCCC.I/[CH:7]=[CH:8]/[O:9][C:10]1[CH:15]=[CH:14][C:13]([C:16]2[CH:21]=[CH:20][CH:19]=[CH:18][CH:17]=2)=[CH:12][CH:11]=1>[Cu]>[C:8]([O:9][C:10]1[CH:15]=[CH:14][C:13]([C:16]2[CH:21]=[CH:20][CH:19]=[CH:18][CH:17]=2)=[CH:12][CH:11]=1)#[CH:7]. Procedure details: For the synthesis of the 1,2-diheteroatom-substituted olefins (See Scheme 3), four-step scheme was developed where 4-phenylphenol 1 was used in one side. First, 4-phenylphenol was vinylated using 1,1,2-trichloroethylene45 to give the corresponding 4-((1,2-dichlorovinyl)oxy)-1,1′-biphenyl 2 with yield of more than 85%.46, 47 Then, 4-(ethynyloxy)-1,1′-biphenyl 3 was prepared by elimination reaction using n-BuLi in 70% yield.46,47 Although 1 was used in this paper, other types of alcohols and pheno...